This data is from the Open Reaction Database (ORD), a public repository of structured organic reaction records. The task is: describe an organic reaction: reactants, conditions, products, and yield The reactants are [Br-], COC(=O)c1cccc(C(=O)Cl)c1, c1ccc(COc2ccc3[nH]ccc3c2)cc1, C[Mg+], CCOCC, C1CCOC1. The product is COC(=O)c1cccc(C(=O)c2c[nH]c3ccc(OCc4ccccc4)cc23)c1. RXN SMILES: [Br-:18].[C:21](=[O:22])([O:23][CH3:24])[c:25]1[cH:26][c:27]([C:28](=[O:29])[Cl:30])[cH:31][cH:32][cH:33]1.[CH2:1]([c:2]1[cH:3][cH:4][cH:5][cH:6][cH:7]1)[O:8][c:9]1[cH:10][c:11]2[cH:12][cH:13][nH:14][c:15]2[cH:16][cH:17]1.[CH3:19][Mg+:20].[CH3:39][CH2:40][O:41][CH2:42][CH3:43].[O:34]1[CH2:35][CH2:36][CH2:37][CH2:38]1>>[CH2:1]([c:2]1[cH:3][cH:4][cH:5][cH:6][cH:7]1)[O:8][c:9]1[cH:10][c:11]2[c:12]([C:28]([c:27]3[cH:26][c:25]([C:21](=[O:22])[O:23][CH3:24])[cH:33][cH:32][cH:31]3)=[O:29])[cH:13][nH:14][c:15]2[cH:16][cH:17]1.